From a dataset of the Open Reaction Database (ORD), a public repository of structured organic reaction records. describe an organic reaction: reactants, conditions, products, and yield Reactants: CCOC(=O)c1c(C)nc(Cl)nc1N1CCS(=O)(=O)CC1, C1CNCCN1, C1COCCO1, O. Product: CCOC(=O)c1c(C)nc(N2CCNCC2)nc1N1CCS(=O)(=O)CC1. RXN SMILES: [C:1](=[O:2])([O:3][CH2:4][CH3:5])[c:6]1[c:7]([N:14]2[CH2:15][CH2:16][S:17](=[O:20])(=[O:21])[CH2:18][CH2:19]2)[n:8][c:9]([Cl:13])[n:10][c:11]1[CH3:12].[CH2:22]1[CH2:23][NH:24][CH2:25][CH2:26][NH:27]1.[O:29]1[CH2:30][CH2:31][O:32][CH2:33][CH2:34]1.[OH2:28]>>[C:1](=[O:2])([O:3][CH2:4][CH3:5])[c:6]1[c:7]([N:14]2[CH2:15][CH2:16][S:17](=[O:20])(=[O:21])[CH2:18][CH2:19]2)[n:8][c:9]([N:24]2[CH2:23][CH2:22][NH:27][CH2:26][CH2:25]2)[n:10][c:11]1[CH3:12]. Starting materials: BrCC1=C(C(=O)OC)C=CN=C1Cl (methyl 3-(bromomethyl)-2-chloroisonicotinate), Cl.ClC=1C=C(C=CC1OCC(F)F)C(C)N (1-(3-chloro-4-(2,2-difluoroethoxy)phenyl)ethanamine hydrochloride). Product: ClC1=NC=CC2=C1CN(C2=O)C(C)C2=CC(=C(C=C2)OCC(F)F)Cl (4-chloro-2-(1-(3-chloro-4-(2,2-difluoroethoxy)phenyl)ethyl)-2,3-dihydro-1H-pyrrolo[3,4-c]pyridin-1-one). The yield is 99.0%. RXN SMILES: Br[CH2:2][C:3]1[C:12]([Cl:13])=[N:11][CH:10]=[CH:9][C:4]=1[C:5]([O:7]C)=O.Cl.[Cl:15][C:16]1[CH:17]=[C:18]([CH:27]([NH2:29])[CH3:28])[CH:19]=[CH:20][C:21]=1[O:22][CH2:23][CH:24]([F:26])[F:25]>>[Cl:13][C:12]1[C:3]2[CH2:2][N:29]([CH:27]([C:18]3[CH:19]=[CH:20][C:21]([O:22][CH2:23][CH:24]([F:25])[F:26])=[C:16]([Cl:15])[CH:17]=3)[CH3:28])[C:5](=[O:7])[C:4]=2[CH:9]=[CH:10][N:11]=1 |f:1.2|. Reported procedure: The title compound is prepared in >99% yield (340 mg, colorless oil) from methyl 3-(bromomethyl)-2-chloroisonicotinate (214 mg, 0.81 mmol) and 1-(3-chloro-4-(2,2-difluoroethoxy)phenyl)ethanamine hydrochloride (200 mg, 0.74 mmol, Amine-24, single enantiomer) in a similar manner to Intermediate-2. The reactants are C1(=CC=CC=C1)C=1OC(=C(N1)C(=O)O)C(F)(F)F (2-phenyl-5-trifluoromethyl-oxazole-4-carboxylic acid), COC[C@H](C)N(C1=NC=C(C=C1)N)C (N2—((S)-2-methoxy-1-methyl-ethyl)-N2-methyl-pyridine-2,5-diamine). Product: COC[C@H](C)N(C1=CC=C(C=N1)NC(=O)C=1N=C(OC1C(F)(F)F)C1=CC=CC=C1)C (2-phenyl-5-trifluoromethyl-oxazole-4-carboxylic acid {6-[((S)-2-methoxy-1-methyl-ethyl)-methyl-amino]-pyridin-3-yl}-amide). As a reaction SMILES: [C:1]1([C:7]2[O:8][C:9]([C:15]([F:18])([F:17])[F:16])=[C:10]([C:12]([OH:14])=O)[N:11]=2)[CH:6]=[CH:5][CH:4]=[CH:3][CH:2]=1.[CH3:19][O:20][CH2:21][C@@H:22]([N:24]([CH3:32])[C:25]1[CH:30]=[CH:29][C:28]([NH2:31])=[CH:27][N:26]=1)[CH3:23]>>[CH3:19][O:20][CH2:21][C@@H:22]([N:24]([CH3:32])[C:25]1[N:26]=[CH:27][C:28]([NH:31][C:12]([C:10]2[N:11]=[C:7]([C:1]3[CH:2]=[CH:3][CH:4]=[CH:5][CH:6]=3)[O:8][C:9]=2[C:15]([F:18])([F:17])[F:16])=[O:14])=[CH:29][CH:30]=1)[CH3:23]. Procedure: With a procedure similar to example 16 above, 2-phenyl-5-trifluoromethyl-oxazole-4-carboxylic acid {6-[((S)-2-methoxy-1-methyl-ethyl)-methyl-amino]-pyridin-3-yl}-amide was prepared from 2-phenyl-5-trifluoromethyl-oxazole-4-carboxylic acid and N2—((S)-2-methoxy-1-methyl-ethyl)-N2-methyl-pyridine-2,5-diamine. LCMS calcd for C21H21F3N4O3 (m/e) 434, obsd 435 (M+H). Starting materials: C(C)(C)OC1=CC=C(C=C1)C=1OC(=C(N1)CCO)C (2-[2-(4-isopropoxy-phenyl)-5-methyl-oxazol-4-yl]-ethanol), C1(=CC=CC=C1)P(C1=CC=CC=C1)C1=CC=CC=C1 (triphenylphosphine), N(=NC(=O)OCC)C(=O)OCC (DEAD), COC(C(CC1=CC=C(C2=C1SC=C2)O)OCC)=O ([rac]-2-ethoxy-3-(4-hydroxy-benzo[b]thiophen-7-yl)-propionic acid methyl ester). Procedure details: In analogy to the procedure described in example 17 a], [rac]-2-ethoxy-3-(4-hydroxy-benzo[b]thiophen-7-yl)-propionic acid methyl ester was reacted with 2-[2-(4-isopropoxy-phenyl)-5-methyl-oxazol-4-yl]-ethanol [PCT Int. Appl. (2000), WO0008002A1] in the presence of triphenylphosphine and DEAD (diethyl azodicarboxylate) to yield [rac]-2-ethoxy-3-(4-{2-[2-(4-isopropoxy-phenyl)-5-methyl-oxazol-4-yl]-ethoxy}-benzo[b]thiophen-7-yl)-propionic acid methyl ester, which was further saponified in analogy t... Yields the product COC(C(CC1=CC=C(C2=C1SC=C2)OCCC=2N=C(OC2C)C2=CC=C(C=C2)OC(C)C)OCC)=O ([rac]-2-ethoxy-3-(4-{2-[2-(4-isopropoxy-phenyl)-5-methyl-oxazol-4-yl]-ethoxy}-benzo[b]thiophen-7-yl)-propionic acid methyl ester). RXN SMILES: [CH3:1][O:2][C:3](=[O:19])[CH:4]([O:16][CH2:17][CH3:18])[CH2:5][C:6]1[C:11]2[S:12][CH:13]=[CH:14][C:10]=2[C:9]([OH:15])=[CH:8][CH:7]=1.[CH:20]([O:23][C:24]1[CH:29]=[CH:28][C:27]([C:30]2[O:31][C:32]([CH3:38])=[C:33]([CH2:35][CH2:36]O)[N:34]=2)=[CH:26][CH:25]=1)([CH3:22])[CH3:21].C1(P(C2C=CC=CC=2)C2C=CC=CC=2)C=CC=CC=1.N(C(OCC)=O)=NC(OCC)=O>>[CH3:1][O:2][C:3](=[O:19])[CH:4]([O:16][CH2:17][CH3:18])[CH2:5][C:6]1[C:11]2[S:12][CH:13]=[CH:14][C:10]=2[C:9]([O:15][CH2:36][CH2:35][C:33]2[N:34]=[C:30]([C:27]3[CH:28]=[CH:29][C:24]([O:23][CH:20]([CH3:21])[CH3:22])=[CH:25][CH:26]=3)[O:31][C:32]=2[CH3:38])=[CH:8][CH:7]=1.